From a dataset of the Open Reaction Database (ORD), a public repository of structured organic reaction records. describe an organic reaction: reactants, conditions, products, and yield The reactants are FC(S(=O)(=O)OC1=NC(=CC=C1)CCCC)(F)F (6-butylpyridin-2-yl trifluoromethanesulfonate), [Cl-].[Li+] (lithium chloride), solution, [Br-].CC1=CC=CC(=N1)[Zn+] (6-methyl-2-pyridylzinc bromide). The reagents and catalysts are C=1C=CC(=CC1)[P](C=2C=CC=CC2)(C=3C=CC=CC3)[Pd]([P](C=4C=CC=CC4)(C=5C=CC=CC5)C=6C=CC=CC6)([P](C=7C=CC=CC7)(C=8C=CC=CC8)C=9C=CC=CC9)[P](C=1C=CC=CC1)(C=1C=CC=CC1)C=1C=CC=CC1 (tetrakis(triphenylphosphine)palladium). Solvent: O1CCCC1 (tetrahydrofuran), O1CCCC1 (tetrahydrofuran). Conditions: time 1 hour. Yields the product C(CCC)C1=CC=CC(=N1)C1=NC(=CC=C1)C (6-Butyl-6′-methyl-2,2′-bipyridine). RXN SMILES: FC(F)(F)S(O[C:7]1[CH:12]=[CH:11][CH:10]=[C:9]([CH2:13][CH2:14][CH2:15][CH3:16])[N:8]=1)(=O)=O.[Cl-].[Li+].[Br-].[CH3:22][C:23]1[N:28]=[C:27]([Zn+])[CH:26]=[CH:25][CH:24]=1>O1CCCC1.C1C=CC([P]([Pd]([P](C2C=CC=CC=2)(C2C=CC=CC=2)C2C=CC=CC=2)([P](C2C=CC=CC=2)(C2C=CC=CC=2)C2C=CC=CC=2)[P](C2C=CC=CC=2)(C2C=CC=CC=2)C2C=CC=CC=2)(C2C=CC=CC=2)C2C=CC=CC=2)=CC=1>[CH2:13]([C:9]1[N:8]=[C:7]([C:27]2[CH:26]=[CH:25][CH:24]=[C:23]([CH3:22])[N:28]=2)[CH:12]=[CH:11][CH:10]=1)[CH2:14][CH2:15][CH3:16] |f:1.2,3.4,^1:38,40,59,78|. Reported procedure: To a flask were added 1.2 g 6-butylpyridin-2-yl trifluoromethanesulfonate, 0.36 g lithium chloride and 10 ml dry tetrahydrofuran. Addition of 12 ml of a 0.5M solution of 6-methyl-2-pyridylzinc bromide in tetrahydrofuran was followed by addition of 242 mg of tetrakis(triphenylphosphine)palladium. The reaction was heated to reflux under nitrogen for 16 hours. The reaction was cooled to 22 C and quenched by adding a solution of 6 g of ethylene diamine tetraacetic acid in 40 ml water pH adjusted to ... Reactants: C1[C@@](C[C@H]([C@@H]([C@@H]1O)O)O)(O)C(=O)O (quinic acid), C1[C@H]([C@@H](C(=O)C[C@]1(C(=O)O)O)O)O (3-dehydroquinate), C1[C@@](C[C@H]([C@@H]([C@@H]1O)O)O)(O)C(=O)O (quinic acid), C1[C@H]([C@@H](C(=O)C[C@]1(C(=O)O)O)O)O (3-Dehydroquinate), O=O (oxygen), O=C[C@H](O)[C@@H](O)[C@H](O)[C@H](O)CO (glucose), C1[C@@](C[C@H]([C@@H]([C@@H]1O)O)O)(O)C(=O)O (quinic acid). Run at time 60 hour. Yields the product C1[C@@](C[C@H]([C@@H]([C@@H]1O)O)O)(O)C(=O)O (Quinic acid), C(C)(=O)[O-] (acetate). RXN SMILES: O=O.O=C[C@@H]([C@H]([C@@H]([C@@H](CO)O)O)O)O.[CH2:15]1[C@@H:20]([OH:21])[C@@H:19]([OH:22])[C@H:18]([OH:23])[CH2:17][C@@:16]1([C:25]([OH:27])=[O:26])[OH:24].C1[C@:34](O)([C:35]([OH:37])=[O:36])CC(=O)[C@@H](O)[C@@H]1O>>[CH2:15]1[C@@H:20]([OH:21])[C@@H:19]([OH:22])[C@H:18]([OH:23])[CH2:17][C@@:16]1([C:25]([OH:27])=[O:26])[OH:24].[C:35]([O-:37])(=[O:36])[CH3:34]. Procedure: QP1.1/pKD12.112 was cultured for 60 h under fed-batch fermentor conditions at 37° C., pH 7.0, dissolved oxygen at 10% of saturation and an initial glucose concentration of 23 g/L. Extracellular accumulation of quinic acid began in early to mid log phase of microbial growth as represented by the open boxes in FIG. 2. The dry cell weight is represented by the solid line and closed circles. 3-Dehydroquinate was efficiently converted to quinic acid as there was never a build-up of the intermediate (...